From a dataset of the Open Reaction Database (ORD), a public repository of structured organic reaction records. describe an organic reaction: reactants, conditions, products, and yield Starting materials: CC12CCC(C(=O)N3CCC(c4ccc(Br)cc4)C(OCc4ccc5ccccc5c4)C3)(OC1=O)C2(C)C, CC(=O)O, C1CCOC1. Product: Brc1ccc(C2CCNCC2OCc2ccc3ccccc3c2)cc1. RXN SMILES: [Br:1][c:2]1[cH:3][cH:4][c:5]([CH:8]2[CH:9]([O:27][CH2:28][c:29]3[cH:30][c:31]4[cH:32][cH:33][cH:34][cH:35][c:36]4[cH:37][cH:38]3)[CH2:10][N:11]([C:14]([C:15]34[C:16]([CH3:17])([CH3:18])[C:19]([CH3:20])([CH2:21][CH2:22]3)[C:23](=[O:24])[O:25]4)=[O:26])[CH2:12][CH2:13]2)[cH:6][cH:7]1.[CH3:39][C:40](=[O:41])[OH:42].[O:43]1[CH2:44][CH2:45][CH2:46][CH2:47]1>>[Br:1][c:2]1[cH:3][cH:4][c:5]([CH:8]2[CH:9]([O:27][CH2:28][c:29]3[cH:30][c:31]4[cH:32][cH:33][cH:34][cH:35][c:36]4[cH:37][cH:38]3)[CH2:10][NH:11][CH2:12][CH2:13]2)[cH:6][cH:7]1. Starting materials: C(C)[Mg]Br (Ethylmagnesium bromide), ClC1=CC=C(COC2=CC(N(C=C2)C=2C=CC3=C(N(C(=N3)C3C(C3)C(=O)OC)C)C2)=O)C=C1 (methyl(1RS,2RS)-2-(6-(4-((4-chlorobenzyl)oxy)-2-oxopyridin-1(2H)-yl)-1-methyl-1H-benzimidazol-2-yl)cyclopropanecarboxylate), C1CCOC1 (THF). Reaction conditions: time 3 hour. Yields the product ClC1=CC=C(COC2=CC(N(C=C2)C=2C=CC3=C(N(C(=N3)C3C(C3)C(CC)(CC)O)C)C2)=O)C=C1 (4-((4-Chlorobenzyl)oxy)-1-(2-((1RS,2SR)-2-(3-hydroxypentan-3-yl)cyclopropyl)-1-methyl-1H-benzimidazol-6-yl)pyridin-2(1H)-one). Reaction SMILES: [CH2:1]([Mg]Br)[CH3:2].[Cl:5][C:6]1[CH:37]=[CH:36][C:9]([CH2:10][O:11][C:12]2[CH:17]=[CH:16][N:15]([C:18]3[CH:19]=[CH:20][C:21]4[N:25]=[C:24]([CH:26]5[CH2:28][CH:27]5[C:29]([O:31]C)=O)[N:23]([CH3:33])[C:22]=4[CH:34]=3)[C:14](=[O:35])[CH:13]=2)=[CH:8][CH:7]=1.[CH2:38]1COC[CH2:39]1>>[Cl:5][C:6]1[CH:37]=[CH:36][C:9]([CH2:10][O:11][C:12]2[CH:17]=[CH:16][N:15]([C:18]3[CH:19]=[CH:20][C:21]4[N:25]=[C:24]([CH:26]5[CH2:28][CH:27]5[C:29]([OH:31])([CH2:1][CH3:2])[CH2:38][CH3:39])[N:23]([CH3:33])[C:22]=4[CH:34]=3)[C:14](=[O:35])[CH:13]=2)=[CH:8][CH:7]=1. Reported procedure: Ethylmagnesium bromide (1.0 M solution in THF, 1.29 ml) was added to a solution of methyl(1RS,2RS)-2-(6-(4-((4-chlorobenzyl)oxy)-2-oxopyridin-1(2H)-yl)-1-methyl-1H-benzimidazol-2-yl)cyclopropanecarboxylate (150 mg) in THF (5 ml) at 0° C., and the mixture was stirred at room temperature for 3 h. The mixture was quenched with saturated NH4Cl solution, and extracted with EtOAc. The organic layer was separated, washed with water and brine successively, dried over MgSO4, and concentrated in vacuo. Th... Starting materials: CO, CCOC(C)=O, CSc1ccc(C(CC2CCCC2)c2ccc(-c3ccc(C(O)CO)cn3)[nH]2)nc1, C1CCOC1, O. The product is CS(=O)(=O)c1ccc(C(CC2CCCC2)c2ccc(-c3ccc(C(O)CO)cn3)[nH]2)nc1. As a reaction SMILES: [CH3:37][OH:38].[CH3:39][CH2:40][O:41][C:42](=[O:43])[CH3:44].[CH:1]1([CH2:6][CH:7]([c:8]2[n:9][cH:10][c:11]([S:14][CH3:15])[cH:12][cH:13]2)[c:16]2[cH:17][cH:18][c:19](-[c:21]3[cH:22][cH:23][c:24]([CH:27]([CH2:28][OH:29])[OH:30])[cH:25][n:26]3)[nH:20]2)[CH2:2][CH2:3][CH2:4][CH2:5]1.[O:31]1[CH2:32][CH2:33][CH2:34][CH2:35]1.[OH2:36]>>[CH:1]1([CH2:6][CH:7]([c:8]2[n:9][cH:10][c:11]([S:14]([CH3:15])(=[O:36])=[O:38])[cH:12][cH:13]2)[c:16]2[cH:17][cH:18][c:19](-[c:21]3[cH:22][cH:23][c:24]([CH:27]([CH2:28][OH:29])[OH:30])[cH:25][n:26]3)[nH:20]2)[CH2:2][CH2:3][CH2:4][CH2:5]1. Starting materials: [Li+].[Cl-] (LiCl), BrC=1N=C(SC1)[Sn](CCCC)(CCCC)CCCC (4-bromo-2-(tributylstannyl)thiazole), BrC=1SC2=C(N1)C=C(C(=C2C2=CC=C(C=C2)Cl)[C@@H](C(=O)OCC)OC(C)(C)C)C ((S)-ethyl 2-(2-bromo-7-(4-chlorophenyl)-5-methylbenzo[d]thiazol-6-yl)-2-tert-butoxyacetate). Reagents/catalysts: [Cu]I (CuI), C=1C=CC(=CC1)[P](C=2C=CC=CC2)(C=3C=CC=CC3)[Pd]([P](C=4C=CC=CC4)(C=5C=CC=CC5)C=6C=CC=CC6)([P](C=7C=CC=CC7)(C=8C=CC=CC8)C=9C=CC=CC9)[P](C=1C=CC=CC1)(C=1C=CC=CC1)C=1C=CC=CC1 (Pd(PPh3)4). Run in CCOC(=O)C (EtOAc), O1CCOCC1 (dioxane). Run at temperature 100 celsius. Yields the product BrC=1N=C(SC1)C=1SC2=C(N1)C=C(C(=C2C2=CC=C(C=C2)Cl)[C@@H](C(=O)OCC)OC(C)(C)C)C ((S)-ethyl 2-(2-(4-bromothiazol-2-yl)-7-(4-chlorophenyl)-5-methylbenzo[d]thiazol-6-yl)-2-tert-butoxyacetate). As a reaction SMILES: [Br:1][C:2]1[N:3]=[C:4]([Sn](CCCC)(CCCC)CCCC)[S:5][CH:6]=1.Br[C:21]1[S:22][C:23]2[C:29]([C:30]3[CH:35]=[CH:34][C:33]([Cl:36])=[CH:32][CH:31]=3)=[C:28]([C@H:37]([O:43][C:44]([CH3:47])([CH3:46])[CH3:45])[C:38]([O:40][CH2:41][CH3:42])=[O:39])[C:27]([CH3:48])=[CH:26][C:24]=2[N:25]=1.[Li+].[Cl-]>O1CCOCC1.CCOC(C)=O.[Cu]I.C1C=CC([P]([Pd]([P](C2C=CC=CC=2)(C2C=CC=CC=2)C2C=CC=CC=2)([P](C2C=CC=CC=2)(C2C=CC=CC=2)C2C=CC=CC=2)[P](C2C=CC=CC=2)(C2C=CC=CC=2)C2C=CC=CC=2)(C2C=CC=CC=2)C2C=CC=CC=2)=CC=1>[Br:1][C:2]1[N:3]=[C:4]([C:21]2[S:22][C:23]3[C:29]([C:30]4[CH:31]=[CH:32][C:33]([Cl:36])=[CH:34][CH:35]=4)=[C:28]([C@H:37]([O:43][C:44]([CH3:47])([CH3:46])[CH3:45])[C:38]([O:40][CH2:41][CH3:42])=[O:39])[C:27]([CH3:48])=[CH:26][C:24]=3[N:25]=2)[S:5][CH:6]=1 |f:2.3,^1:68,70,89,108|. Reported procedure: In a 10 mL reaction vial, 4-bromo-2-(tributylstannyl)thiazole (125 mg, 0.251 mmol) and (S)-ethyl 2-(2-bromo-7-(4-chlorophenyl)-5-methylbenzo[d]thiazol-6-yl)-2-tert-butoxyacetate (114 mg, 0.251 mmol) were dissolved in dioxane (3 mL) at room temperature under argon atmosphere. The solution was bubbled with argon for 5 min. Then CuI (10.6 mg, 0.055 mmol), LiCl (31.7 mg, 0.753 mmol) and Pd(PPh3)4 (52.3 mg, 0.0417 mmol) were added sequentially. The reaction mixture was then sealed and heated in oil b...